Task: describe an organic reaction: reactants, conditions, products, and yield. Dataset: the Open Reaction Database (ORD), a public repository of structured organic reaction records The reactants are CCOC(=O)/N=N/C(=O)OCC (DEAD), C1(=CC=CC=C1)P(C1=CC=CC=C1)C1=CC=CC=C1 (triphenylphosphine), FC1=C(C=CC(=C1F)CCCCC)C1=NC=C(C=N1)OC[C@@H](CCCCCC)F ((R)-(-)-2-(2',3'-Difluoro-4'-pentylphenyl)-5-(2-fluorooctyloxy)pyrimidine), F[C@@H](CO)CCCCCC ((R)-(+)-2-fluorooctanol), FC1=C(C=CC(=C1F)CC[C@@H]1CC[C@H](CC1)CCCCC)C1=NC=C(C=N1)O (2-[2',3'-Difluoro-4'-(trans-4"-pentylcyclohexylethyl)phenyl]-5-hydroxypyrimidine). Run in C1CCOC1 (THF). The product is FC1=C(C=CC(=C1F)CC[C@@H]1CC[C@H](CC1)CCCCC)C1=NC=C(C=N1)OC[C@@H](CCCCCC)F ((R)-(-)-2-[2',3'-Difluoro-4'-(trans-4"-pentylcyclohexylethyl)phenyl]-5-(2-fluorooctyloxy)-pyrimidine). Yield: 61.3%. Reaction SMILES: CCOC(/N=N/C(OCC)=O)=O.[F:13][C@H:14]([CH2:17][CH2:18][CH2:19][CH2:20][CH2:21][CH3:22])[CH2:15][OH:16].[F:23][C:24]1[C:29]([F:30])=[C:28]([CH2:31][CH2:32][C@H:33]2[CH2:38][CH2:37][C@H:36]([CH2:39][CH2:40][CH2:41][CH2:42][CH3:43])[CH2:35][CH2:34]2)[CH:27]=[CH:26][C:25]=1[C:44]1[N:49]=[CH:48][C:47](O)=[CH:46][N:45]=1.C1(P(C2C=CC=CC=2)C2C=CC=CC=2)C=CC=CC=1.FC1C(F)=C(CCCCC)C=CC=1C1N=CC(OC[C@H](F)CCCCCC)=CN=1>C1COCC1>[F:23][C:24]1[C:29]([F:30])=[C:28]([CH2:31][CH2:32][C@H:33]2[CH2:34][CH2:35][C@H:36]([CH2:39][CH2:40][CH2:41][CH2:42][CH3:43])[CH2:37][CH2:38]2)[CH:27]=[CH:26][C:25]=1[C:44]1[N:45]=[CH:46][C:47]([O:16][CH2:15][C@H:14]([F:13])[CH2:17][CH2:18][CH2:19][CH2:20][CH2:21][CH3:22])=[CH:48][N:49]=1. Procedure details: --Quantities: DEAD (448 mg, 2.58 mmol) in THF (3 ml), (R)-(+)-2-fluorooctanol (379 mg, 2.58 mmol), hydroxypyrimidine 48 (1.0 g, 2.58 mmol), triphenylphosphine (676 mg, 2.58 mmol). The experimental procedure was as described for compound 34. The crude product was purified by flash chromatography (5 to 7% ethyl acetate-light petroleum) to give the 2-fluorooctyloxypyrimidine 49 (820 mg, 61%) (from EtOH), transitions/° C. K 102.2 N* 128.3 I; [α]D26 -2.4° (c 2.0 in CHCl3); νmax /cm-1 (KBr) 2920, 2845...